This data is from the Open Reaction Database (ORD), a public repository of structured organic reaction records. The task is: describe an organic reaction: reactants, conditions, products, and yield The reactants are NC1CC2=CC=CC=C2C1 (2-aminoindan), C(C)(=O)OC(C)=O (acetic anhydride), O (water). Run in ice water, N1=CC=CC=C1 (pyridine). Reported procedure: 2-aminoindan (6.0 g, 45 mmol) was dissolved in dry pyridine (7 ml), to which acetic anhydride (4.5 ml, 47.3 mmol) was added dropwise while cooling in ice water. After the reaction mixture was returned to room temperature and stirred for 20 minutes, water was added. The precipitate that deposited was filtered to obtain 2-acetamidoindan (5.6 g, 32 mmol). The yield is 71.1%. Conditions: time 20 minute. The product is C(C)(=O)NC1CC2=CC=CC=C2C1 (2-acetamidoindan). As a reaction SMILES: [NH2:1][CH:2]1[CH2:10][C:9]2[C:4](=[CH:5][CH:6]=[CH:7][CH:8]=2)[CH2:3]1.[C:11](OC(=O)C)(=[O:13])[CH3:12].O>N1C=CC=CC=1>[C:11]([NH:1][CH:2]1[CH2:10][C:9]2[C:4](=[CH:5][CH:6]=[CH:7][CH:8]=2)[CH2:3]1)(=[O:13])[CH3:12]. Starting materials: COC(=O)C1C=2N(CCC1)C=CC2 (methyl-5,6,7,8-tetrahydropyrrolo[1,2-a]pyridine-8-carboxylate), FC1=CC=C(C(=O)Cl)C=C1 (4-fluorobenzoyl chloride). The solvent is C=1(C(=CC=CC1)C)C (xylene). Product: COC(=O)C1C=2N(CCC1)C(=CC2)C(C2=CC=C(C=C2)F)=O (methyl-3-p-fluorobenzoyl-5,6,7,8-tetrahydropyrrolo[1,2-a]pyridine-8-carboxylate). Reaction SMILES: [CH3:1][O:2][C:3]([CH:5]1[CH2:10][CH2:9][CH2:8][N:7]2[CH:11]=[CH:12][CH:13]=[C:6]12)=[O:4].[F:14][C:15]1[CH:23]=[CH:22][C:18]([C:19](Cl)=[O:20])=[CH:17][CH:16]=1>C1(C)C(C)=CC=CC=1>[CH3:1][O:2][C:3]([CH:5]1[CH2:10][CH2:9][CH2:8][N:7]2[C:11]([C:19](=[O:20])[C:18]3[CH:22]=[CH:23][C:15]([F:14])=[CH:16][CH:17]=3)=[CH:12][CH:13]=[C:6]12)=[O:4]. Procedure details: A solution of methyl-5,6,7,8-tetrahydropyrrolo[1,2-a]pyridine-8-carboxylate (2.0 g., 0.01 moles) in dry xylene (30 ml.) containing 4-fluorobenzoyl chloride (4.5 g., 0.028 moles) is heated at reflux temperature in a nitrogen atmosphere for 20 hours. The solvent is removed in vacuo and the residue is purified by t.l.c. on silica gel using hexane-ethyl acetate (3:1) as the developing solvent. Removal of the solvent gives methyl-3-p-fluorobenzoyl-5,6,7,8-tetrahydropyrrolo[1,2-a]pyridine-8-carboxylat...